From a dataset of the Open Reaction Database (ORD), a public repository of structured organic reaction records. describe an organic reaction: reactants, conditions, products, and yield Starting materials: N(N)C1=NC=CC(=C1)C1COCCO1 (1-(2-hydrazino-4-pyridyl)-1-ethylenedioxyethane), [H][H] (hydrogen). The reagents and catalysts are [Ni] (Raney nickel). The solvent is C(C)O (ethanol). Reaction conditions: time 4 hour. Product: NC1=NC=CC(=C1)C1COCCO1 (1-(2-amino-4-pyridyl)-1-ethylenedioxyethane). As a reaction SMILES: [NH:1]([C:3]1[CH:8]=[C:7]([CH:9]2[O:14][CH2:13][CH2:12][O:11][CH2:10]2)[CH:6]=[CH:5][N:4]=1)N.[H][H]>[Ni].C(O)C>[NH2:1][C:3]1[CH:8]=[C:7]([CH:9]2[O:14][CH2:13][CH2:12][O:11][CH2:10]2)[CH:6]=[CH:5][N:4]=1. Procedure: A mixture of 9.56 g. (49 mmoles) of 1-(2-hydrazino-4-pyridyl)-1-ethylenedioxyethane and 35 g. of Raney nickel in 150 ml. of absolute ethanol was shaken in a hydrogen atmosphere at an initial pressure of 3 atms. at room temperature for 4 hours. The catalyst was filtered and the filtrate concentrated to give 1-(2-amino-4-pyridyl)-1-ethylenedioxyethane as a white solid, m.p. 123°-126° C. The residual material was dissolved in 60 ml. of 2 N hydrochloric acid and heated at 75° C. for 3 hours. The mix... Starting materials: [H-].C(C(C)C)[Al+]CC(C)C (Diisobutylaluminium hydride), C(C)(C)(C)OC(=O)NC1=CC=C(C=C1)CCC(=O)OCC (ethyl 3-(4-tert-butoxycarbonylaminophenyl)propionate), Cl (hydrochloric acid). The solvent is O1CCCC1 (tetrahydrofuran). Conditions: temperature 0 celsius, time 1 hour. Yields the product C(C)(C)(C)OC(=O)NC1=CC=C(C=C1)CCCO (3-(4-tert-butoxycarbonylaminophenyl)propanol). The yield is 50.9%. RXN SMILES: [H-].C([Al+]CC(C)C)C(C)C.[C:11]([O:15][C:16]([NH:18][C:19]1[CH:24]=[CH:23][C:22]([CH2:25][CH2:26][C:27](OCC)=[O:28])=[CH:21][CH:20]=1)=[O:17])([CH3:14])([CH3:13])[CH3:12].Cl>O1CCCC1>[C:11]([O:15][C:16]([NH:18][C:19]1[CH:20]=[CH:21][C:22]([CH2:25][CH2:26][CH2:27][OH:28])=[CH:23][CH:24]=1)=[O:17])([CH3:14])([CH3:13])[CH3:12] |f:0.1|. Procedure details: Diisobutylaluminium hydride(l.5 M in toluene, 30.5 ml, 45.8 mmol) was added dropwise to a stirred solution of ethyl 3-(4-tert-butoxycarbonylaminophenyl)propionate (6.10 g, 20.8 mmol) in tetrahydrofuran (60 ml) at 0° C. and the mixture was stirred at 0° C. for 1 hour. 2N-hydrochloric acid was added to the mixture and the mixture was extracted with ethyl acetate. The extract was successively washed with water, saturated aqueous NaHCO3 and brine, dried over MgSO4 and concentrated in vacuo. The resi... The reactants are C(C)(C)(C)OC(=O)N1CC(C1)CC=1N(C2=NC(=NC(=C2N1)N1CCOCC1)N1C(=NC2=C1C=CC=C2)C)C (3-[2-(2-methylbenzoimidazol-1-yl)-9-methyl-6-morpholin-4-yl-9H-purin-8-ylmethyl]azetidine-1-carboxylic acid tert-butyl ester), C(=O)(C(F)(F)F)O (TFA). Solvent: C(Cl)Cl (DCM). Run at time 2 hour. The product is N1CC(C1)CC=1N(C2=NC(=NC(=C2N1)N1CCOCC1)N1C(=NC2=C1C=CC=C2)C)C (8-Azetidin-3-ylmethyl-2-(2-methylbenzoimidazol-1-yl)-9-methyl-6-morpholin-4-yl-9H-purine). Reaction SMILES: C(OC([N:8]1[CH2:11][CH:10]([CH2:12][C:13]2[N:14]([CH3:38])[C:15]3[C:20]([N:21]=2)=[C:19]([N:22]2[CH2:27][CH2:26][O:25][CH2:24][CH2:23]2)[N:18]=[C:17]([N:28]2[C:32]4[CH:33]=[CH:34][CH:35]=[CH:36][C:31]=4[N:30]=[C:29]2[CH3:37])[N:16]=3)[CH2:9]1)=O)(C)(C)C.C(O)(C(F)(F)F)=O>C(Cl)Cl>[NH:8]1[CH2:9][CH:10]([CH2:12][C:13]2[N:14]([CH3:38])[C:15]3[C:20]([N:21]=2)=[C:19]([N:22]2[CH2:27][CH2:26][O:25][CH2:24][CH2:23]2)[N:18]=[C:17]([N:28]2[C:32]4[CH:33]=[CH:34][CH:35]=[CH:36][C:31]=4[N:30]=[C:29]2[CH3:37])[N:16]=3)[CH2:11]1. Procedure details: To a solution of 3-[2-(2-methylbenzoimidazol-1-yl)-9-methyl-6-morpholin-4-yl-9H-purin-8-ylmethyl]azetidine-1-carboxylic acid tert-butyl ester (207 mg, 0.40 mmol) in DCM (5 mL) was added TFA (5 mL) and the resulting mixture stirred for 2 h at r.t. The reaction mixture was loaded onto an Isolute® SCX-2 cartridge which was washed with MeOH/DCM and the product eluted with 2M NH3/MeOH affording the title compound as a white foam (131 mg, 80%). LCMS (method H): RT 1.81 min [M+H]+ 419.4 Starting materials: ClCCl, [K+], O=[Mn](=O)(=O)[O-], CCOC(=O)Nc1ccc(C(c2ccccc2)n2ccnc2)cc1CO. Product: CCOC(=O)Nc1ccc(C(c2ccccc2)n2ccnc2)cc1C=O. Reaction SMILES: [Cl:33][CH2:34][Cl:35].[K+:32].[Mn:27]([O-:28])(=[O:29])(=[O:30])=[O:31].[OH:1][CH2:2][c:3]1[c:4]([NH:21][C:22]([O:23][CH2:24][CH3:25])=[O:26])[cH:5][cH:6][c:7]([CH:9]([c:10]2[cH:11][cH:12][cH:13][cH:14][cH:15]2)[n:16]2[cH:17][n:18][cH:19][cH:20]2)[cH:8]1>>[O:1]=[CH:2][c:3]1[c:4]([NH:21][C:22]([O:23][CH2:24][CH3:25])=[O:26])[cH:5][cH:6][c:7]([CH:9]([c:10]2[cH:11][cH:12][cH:13][cH:14][cH:15]2)[n:16]2[cH:17][n:18][cH:19][cH:20]2)[cH:8]1. The reactants are Cl, CNC(=O)c1c(-c2ccc(F)cc2)sc2ccc(-c3cccc(C(=O)O)c3)cc12, O=C(O)C(F)(F)F, NC1(c2ccccc2)CCC1. Product: CNC(=O)c1c(-c2ccc(F)cc2)sc2ccc(-c3cccc(C(=O)NC4(c5ccccc5)CCC4)c3)cc12. Reaction SMILES: [ClH:30].[F:1][c:2]1[cH:3][cH:4][c:5](-[c:8]2[c:9]([C:26]([NH:27][CH3:28])=[O:29])[c:10]3[c:11]([s:12]2)[cH:13][cH:14][c:15](-[c:17]2[cH:18][c:19]([C:20](=[O:21])[OH:22])[cH:23][cH:24][cH:25]2)[cH:16]3)[cH:6][cH:7]1.[F:42][C:43]([F:44])([F:45])[C:46]([OH:47])=[O:48].[c:31]1([C:37]2([NH2:41])[CH2:38][CH2:39][CH2:40]2)[cH:32][cH:33][cH:34][cH:35][cH:36]1>>[F:1][c:2]1[cH:3][cH:4][c:5](-[c:8]2[c:9]([C:26]([NH:27][CH3:28])=[O:29])[c:10]3[c:11]([s:12]2)[cH:13][cH:14][c:15](-[c:17]2[cH:18][c:19]([C:20](=[O:22])[NH:41][C:37]4([c:31]5[cH:32][cH:33][cH:34][cH:35][cH:36]5)[CH2:38][CH2:39][CH2:40]4)[cH:23][cH:24][cH:25]2)[cH:16]3)[cH:6][cH:7]1. Starting materials: COc1cccc(Br)n1, CCOC(C)=O, CN(C)C=O, N#C[Cu], O. Product: COc1cccc(C#N)n1. RXN SMILES: [Br:4][c:5]1[n:6][c:7]([O:11][CH3:12])[cH:8][cH:9][cH:10]1.[CH3:14][CH2:15][O:16][C:17](=[O:18])[CH3:19].[CH3:20][N:21]([CH3:22])[CH:23]=[O:24].[Cu:1][C:2]#[N:3].[OH2:13]>>[C:2](#[N:3])[c:5]1[n:6][c:7]([O:11][CH3:12])[cH:8][cH:9][cH:10]1.